Dataset: the Open Reaction Database (ORD), a public repository of structured organic reaction records. Task: describe an organic reaction: reactants, conditions, products, and yield The reactants are residue, O1CCC(=CC1)N1CCOCC1 (4-(3,6-dihydro-2H-pyran-4-yl)morpholine), C1CCOC1 (THF), C(C)(C)NC(C)C (diisopropylamine), S(N)(=O)(=O)Cl (sulfamoyl chloride). Run at temperature -40 celsius, time 2 hour. Product: O=C1C(COCC1)S(=O)(=O)N (4-Oxotetrahydropyran-3-sulfonamide). Reaction SMILES: [O:1]1[CH2:6][CH:5]=[C:4](N2CCOCC2)[CH2:3][CH2:2]1.[S:13](Cl)(=[O:16])(=[O:15])[NH2:14].C(NC(C)C)(C)C.C1C[O:28]CC1>>[O:28]=[C:4]1[CH2:5][CH2:6][O:1][CH2:2][CH:3]1[S:13]([NH2:14])(=[O:16])=[O:15]. Procedure: 1.3 g of 4-(3,6-dihydro-2H-pyran-4-yl)morpholine were dissolved under argon in 12 ml of THF, the mixture was cooled to −40° C., and then 1.3 g of sulfamoyl chloride were added, followed by 6 ml of diisopropylamine. The cooling was removed and, after the mixture had come to room temperature, it was stirred for another 2 hours. An oil separated out. The THF was decanted off, and the residue was taken up in methanol and filtered through silica gel. The filtrate was concentrated under reduced pressu... Reactants: COC(C1=CC(C(=O)O)=CC=C1)=O (isophthalic acid monomethyl ester), O1C(=NC=C1)C=1C=C(C(=O)Cl)C=CC1 (3-oxazol-2-yl-benzoyl chloride), COC(CN)OC (amino-acetaldehyde dimethylacetal), ON1N=NC2=C1C=CC=C2 (1-hydroxy-benzotriazole), Cl.CN(CCCN=C=NCC)C (N-(3-dimethylaminopropyl)-N′-ethylcarbodiimide hydrochloride). Run in CN(C)C=O (DMF), O (H2O), CN(C)C=O (DMF). Conditions: temperature 0 celsius. Yields the product O1C(=NC=C1)C=1C=C(C=CC1)C(CC(=O)O)=O (3-(3-oxazol-2-yl-phenyl)-3-oxo-propionic acid), COC(C1=CC(=CC=C1)C(=O)NCC(OC)OC)=O (3-[N-(2,2-dimethoxy-ethyl)-aminocarbonyl]-benzoic acid methyl ester). RXN SMILES: [O:1]1[CH:5]=[CH:4][N:3]=[C:2]1[C:6]1[CH:7]=[C:8]([CH:12]=[CH:13][CH:14]=1)[C:9](Cl)=[O:10].[CH3:15][O:16][C:17](=[O:27])[C:18]1[CH:26]=[CH:25][CH:24]=[C:20]([C:21]([OH:23])=O)[CH:19]=1.ON1C2C=CC=CC=2N=N1.Cl.CN(C)CCCN=C=NCC.[CH3:50][O:51][CH:52]([O:55][CH3:56])[CH2:53][NH2:54]>CN(C=O)C.O>[O:1]1[CH:5]=[CH:4][N:3]=[C:2]1[C:6]1[CH:7]=[C:8]([C:9](=[O:10])[CH2:18][C:17]([OH:27])=[O:16])[CH:12]=[CH:13][CH:14]=1.[CH3:15][O:16][C:17](=[O:27])[C:18]1[CH:26]=[CH:25][CH:24]=[C:20]([C:21]([NH:54][CH2:53][CH:52]([O:55][CH3:56])[O:51][CH3:50])=[O:23])[CH:19]=1 |f:3.4|. Procedure details: The 3-(3-oxazol-2-yl-phenyl)-3-oxo-propionic acid was prepared from 3-oxazol-2-yl-benzoyl chloride [prepared by the following sequence: i.) To a solution of isophthalic acid monomethyl ester (5.83 g) in DMF (150 mL) were added at −35° C. 88% 1-hydroxy-benzotriazole (7.83 g) and N-(3-dimethylaminopropyl)-N′-ethylcarbodiimide hydrochloride (9.78 g) and the mixture was stirred for 10 min. A solution of amino-acetaldehyde dimethylacetal (4.53 mL) in DMF (30 mL) was added dropwise over 10 min. The mi... Starting materials: CCS(=O)(=O)c1cccc(-c2ccc(OCCCN(C)C)c3[nH]c4ncc(C)cc4c23)c1, CCS(=O)(=O)c1cccc(-c2ccc(O)c3[nH]c4ncc(Cl)cc4c23)c1. The product is CCS(=O)(=O)c1cccc(-c2ccc(OCCCN(C)C)c3[nH]c4ncc(Cl)cc4c23)c1. RXN SMILES: [CH2:27]([S:28]([c:29]1[cH:30][c:31](-[c:32]2[cH:33][cH:34][c:35]([O:36][CH2:48][CH2:49][CH2:50][N:51]([CH3:52])[CH3:53])[c:37]3[c:38]2[c:39]2[cH:40][c:41]([CH3:42])[cH:43][n:44][c:45]2[nH:46]3)[cH:47][cH:54][cH:55]1)(=[O:56])=[O:57])[CH3:58].[Cl:1][c:2]1[cH:3][c:4]2[c:5]([nH:6][c:7]3[c:8]([OH:24])[cH:9][cH:10][c:11](-[c:13]4[cH:14][c:15]([S:19](=[O:20])(=[O:21])[CH2:22][CH3:23])[cH:16][cH:17][cH:18]4)[c:12]23)[n:25][cH:26]1>>[Cl:1][c:2]1[cH:3][c:4]2[c:5]([nH:6][c:7]3[c:8]([O:24][CH2:48][CH2:49][CH2:50][N:51]([CH3:52])[CH3:53])[cH:9][cH:10][c:11](-[c:13]4[cH:14][c:15]([S:19](=[O:20])(=[O:21])[CH2:22][CH3:23])[cH:16][cH:17][cH:18]4)[c:12]23)[n:25][cH:26]1. The reactants are N(=NC(=O)N1CCCCC1)C(=O)N1CCCCC1 (1,1′-(Azodicarbonyl)dipiperidine), N1(CCOCC1)CC1=CC=C(C=C1)CO ((4-Morpholin-4-ylmethyl-phenyl)-methanol), C(CCC)P(CCCC)CCCC (tributylphosphine), C(C)OC(COC1=C(C=C(C=C1)SC1=CC(=CC(=C1)O)C#CC1=CC=C(C=C1)Cl)Cl)=O ({2-Chloro-4-[3-(4-chloro-phenylethynyl)-5-hydroxy-phenylsulfanyl]-phenoxy}-acetic acid ethyl ester). Solvent: C1CCOC1 (THF), C1CCOC1 (THF). Reaction conditions: time 5 hour. The product is C(C)OC(COC1=C(C=C(C=C1)SC1=CC(=CC(=C1)OCC1=CC=C(C=C1)CN1CCOCC1)C#CC1=CC=C(C=C1)Cl)Cl)=O ({2-Chloro-4-[3-(4-chloro-phenylethynyl)-5-(4-morpholin-4-ylmethylbenzyloxy)-phenylsulfanyl]-phenoxy}-acetic Acid Ethyl Ester). RXN SMILES: [CH2:1]([O:3][C:4](=[O:31])[CH2:5][O:6][C:7]1[CH:12]=[CH:11][C:10]([S:13][C:14]2[CH:19]=[C:18]([OH:20])[CH:17]=[C:16]([C:21]#[C:22][C:23]3[CH:28]=[CH:27][C:26]([Cl:29])=[CH:25][CH:24]=3)[CH:15]=2)=[CH:9][C:8]=1[Cl:30])[CH3:2].[N:32]1([CH2:38][C:39]2[CH:44]=[CH:43][C:42]([CH2:45]O)=[CH:41][CH:40]=2)[CH2:37][CH2:36][O:35][CH2:34][CH2:33]1.C(P(CCCC)CCCC)CCC.N(C(N1CCCCC1)=O)=NC(N1CCCCC1)=O>C1COCC1>[CH2:1]([O:3][C:4](=[O:31])[CH2:5][O:6][C:7]1[CH:12]=[CH:11][C:10]([S:13][C:14]2[CH:19]=[C:18]([O:20][CH2:45][C:42]3[CH:41]=[CH:40][C:39]([CH2:38][N:32]4[CH2:37][CH2:36][O:35][CH2:34][CH2:33]4)=[CH:44][CH:43]=3)[CH:17]=[C:16]([C:21]#[C:22][C:23]3[CH:24]=[CH:25][C:26]([Cl:29])=[CH:27][CH:28]=3)[CH:15]=2)=[CH:9][C:8]=1[Cl:30])[CH3:2]. Procedure: {2-Chloro-4-[3-(4-chloro-phenylethynyl)-5-hydroxy-phenylsulfanyl]-phenoxy}-acetic acid ethyl ester (274 mg; 0.58 mmol) was dissolved in THF (15 mL) in a dried reaction flask under an atmosphere of nitrogen. (4-Morpholin-4-ylmethyl-phenyl)-methanol (100 mg; 0.48 mmol) and tributylphosphine (0.21 mL; 0.87 mmol) was added followed by 1,1′-(Azodicarbonyl)dipiperidine (0.22 g; 0.87 mmol) dissolved in THF (10 mL). The reaction mixture was stirred at room temperature for 5 h, filtered and evaporated in... Reactants: FC1=CC=C(C=C1)C1=CC=C(C=C1)S(=O)(=O)Cl (4′-fluoro[1,1′-biphenyl]-4-sulfonyl chloride), CN1CCOCC1 (N-methylmorpholine), CC(C)OC(C1=C(C=CC=C1)OCCN)=O (2-(2-Aminoethoxy)benzoic acid 1-methylethyl ester), methyl ester, N1[C@@H](CC2=CC=CC=C12)C(=O)O (2,3-dihydro-(2S)-1H-indole-2-carboxylic acid). The solvent is C(C)#N (acetonitrile). Conditions: time 16 hour. Product: COC(=O)[C@H]1N(C2=CC=CC=C2C1)S(=O)(=O)C1=CC=C(C=C1)C1=CC=C(C=C1)F (2,3-Dihydro-1-[(4′-fluoro[1,1′-biphenyl]-4-yl)sulfonyl]-(2S)-1H-indole-2-carboxylic acid methyl ester), solid. Isolated yield 79.0%. As a reaction SMILES: [CH3:1]C(OC(=O)C1C=CC=CC=1OCCN)C.[NH:17]1[C:25]2[C:20](=[CH:21][CH:22]=[CH:23][CH:24]=2)[CH2:19][C@H:18]1[C:26]([OH:28])=[O:27].[F:29][C:30]1[CH:35]=[CH:34][C:33]([C:36]2[CH:41]=[CH:40][C:39]([S:42](Cl)(=[O:44])=[O:43])=[CH:38][CH:37]=2)=[CH:32][CH:31]=1.CN1CCOCC1>C(#N)C>[CH3:1][O:27][C:26]([C@@H:18]1[CH2:19][C:20]2[C:25](=[CH:24][CH:23]=[CH:22][CH:21]=2)[N:17]1[S:42]([C:39]1[CH:40]=[CH:41][C:36]([C:33]2[CH:34]=[CH:35][C:30]([F:29])=[CH:31][CH:32]=2)=[CH:37][CH:38]=1)(=[O:44])=[O:43])=[O:28]. Procedure: A mixture of 0.545 g (2.55 mmol) of the hydrochloride of the methyl ester of 2,3-dihydro-(2S)-1H-indole-2-carboxylic acid and 10 ml of acetonitrile is prepared and 0.9 g (3.32 mmol) of 4′-fluoro[1,1′-biphenyl]-4-sulfonyl chloride and 0.62 ml of N-methylmorpholine are added. The reaction mixture is stirred for 16 hours at room temperature and then concentrated under reduced pressure. The residue is taken up in 100 ml of ethyl acetate and washed with 3 times 75 ml of water. The organic phase is dr... The reactants are O=C([O-])[O-], c1ccc2c(c1)CCN2, C1CCOC1, COC(=O)C(CC(C)C)c1cc(OS(=O)(=O)C(F)(F)F)cc(-c2ccc(C(F)(F)F)cc2)c1, [Cs+], [Cs+], CC(=O)[O-], CC(=O)[O-], [Pd+2]. Yields the product COC(=O)C(CC(C)C)c1cc(-c2ccc(C(F)(F)F)cc2)cc(N2CCc3ccccc32)c1. RXN SMILES: [C:1](=[O:2])([O-:3])[O-:4].[CH2:40]1[CH2:41][c:42]2[cH:43][cH:44][cH:45][cH:46][c:47]2[NH:48]1.[CH2:49]1[O:50][CH2:51][CH2:52][CH2:53]1.[CH3:7][O:8][C:9]([CH:10]([CH2:11][CH:12]([CH3:13])[CH3:14])[c:15]1[cH:16][c:17](-[c:29]2[cH:30][cH:31][c:32]([C:35]([F:36])([F:37])[F:38])[cH:33][cH:34]2)[cH:18][c:19]([O:21][S:22]([C:23]([F:24])([F:25])[F:26])(=[O:27])=[O:28])[cH:20]1)=[O:39].[Cs+:5].[Cs+:6].[O-:55][C:56]([CH3:57])=[O:58].[O-:59][C:60]([CH3:61])=[O:62].[Pd+2:54]>>[CH3:7][O:8][C:9]([CH:10]([CH2:11][CH:12]([CH3:13])[CH3:14])[c:15]1[cH:16][c:17](-[c:29]2[cH:30][cH:31][c:32]([C:35]([F:36])([F:37])[F:38])[cH:33][cH:34]2)[cH:18][c:19]([N:48]2[CH2:40][CH2:41][c:42]3[cH:43][cH:44][cH:45][cH:46][c:47]32)[cH:20]1)=[O:39]. The reactants are [C-]#N, [C-]#N, CCOC(C)=O, CN(C)C=O, CCOC(=O)C1=Cc2cc(I)ccc2NC1C(F)(F)F, [Zn+2], c1ccc(P(c2ccccc2)(c2ccccc2)[Pd](P(c2ccccc2)(c2ccccc2)c2ccccc2)(P(c2ccccc2)(c2ccccc2)c2ccccc2)P(c2ccccc2)(c2ccccc2)c2ccccc2)cc1. The product is CCOC(=O)C1=Cc2cc(C#N)ccc2NC1C(F)(F)F. As a reaction SMILES: [C-:26]#[N:27].[C-:29]#[N:30].[CH3:108][CH2:109][O:110][C:111](=[O:112])[CH3:113].[CH3:21][N:22]([CH3:23])[CH:24]=[O:25].[I:1][c:2]1[cH:3][c:4]2[c:9]([cH:10][cH:11]1)[NH:8][CH:7]([C:12]([F:13])([F:14])[F:15])[C:6]([C:16](=[O:17])[O:18][CH2:19][CH3:20])=[CH:5]2.[Zn+2:28].[cH:31]1[cH:32][cH:33][c:34]([P:35]([Pd:36]([P:37]([c:38]2[cH:39][cH:40][cH:41][cH:42][cH:43]2)([c:44]2[cH:45][cH:46][cH:47][cH:48][cH:49]2)[c:50]2[cH:51][cH:52][cH:53][cH:54][cH:55]2)([P:56]([c:57]2[cH:58][cH:59][cH:60][cH:61][cH:62]2)([c:63]2[cH:64][cH:65][cH:66][cH:67][cH:68]2)[c:69]2[cH:70][cH:71][cH:72][cH:73][cH:74]2)[P:75]([c:76]2[cH:77][cH:78][cH:79][cH:80][cH:81]2)([c:82]2[cH:83][cH:84][cH:85][cH:86][cH:87]2)[c:88]2[cH:89][cH:90][cH:91][cH:92][cH:93]2)([c:94]2[cH:95][cH:96][cH:97][cH:98][cH:99]2)[c:100]2[cH:101][cH:102][cH:103][cH:104][cH:105]2)[cH:106][cH:107]1>>[c:2]1([C:21]#[N:22])[cH:3][c:4]2[c:9]([cH:10][cH:11]1)[NH:8][CH:7]([C:12]([F:13])([F:14])[F:15])[C:6]([C:16](=[O:17])[O:18][CH2:19][CH3:20])=[CH:5]2.